This data is from the Open Reaction Database (ORD), a public repository of structured organic reaction records. The task is: describe an organic reaction: reactants, conditions, products, and yield Reactants: COC(=O)C(CC(C)C)OC(C1=CC=C(C(=O)N2CCN(CC2)C(=O)OC(C)(C)C)C=C1)C1=CC=CC=C1 (tert-butyl 4-{4-[[1-(methoxycarbonyl)-3-methylbutoxy](phenyl)methyl]benzoyl}piperazine-1-carboxylate), CO (methanol), [OH-].[K+] (potassium hydroxide). The solvent is C1CCOC1 (THF). Reaction conditions: temperature 70 celsius. The product is [K+].C(C)(C)(C)OC(=O)N1CCN(CC1)C(=O)C1=CC=C(C=C1)C(OC(C(=O)[O-])CC(C)C)C1=CC=CC=C1 (2-[(4-{[4-(tert-butoxycarbonyl)piperazin-1-yl]carbonyl}phenyl)(phenyl)methoxy]-4-methylpentanoic acid potassium salt). Reaction SMILES: C[O:2][C:3]([CH:5]([O:10][CH:11]([C:33]1[CH:38]=[CH:37][CH:36]=[CH:35][CH:34]=1)[C:12]1[CH:32]=[CH:31][C:15]([C:16]([N:18]2[CH2:23][CH2:22][N:21]([C:24]([O:26][C:27]([CH3:30])([CH3:29])[CH3:28])=[O:25])[CH2:20][CH2:19]2)=[O:17])=[CH:14][CH:13]=1)[CH2:6][CH:7]([CH3:9])[CH3:8])=[O:4].CO.[OH-].[K+:42]>C1COCC1>[K+:42].[C:27]([O:26][C:24]([N:21]1[CH2:22][CH2:23][N:18]([C:16]([C:15]2[CH:31]=[CH:32][C:12]([CH:11]([C:33]3[CH:34]=[CH:35][CH:36]=[CH:37][CH:38]=3)[O:10][CH:5]([CH2:6][CH:7]([CH3:8])[CH3:9])[C:3]([O-:4])=[O:2])=[CH:13][CH:14]=2)=[O:17])[CH2:19][CH2:20]1)=[O:25])([CH3:29])([CH3:30])[CH3:28] |f:2.3,5.6|. Reported procedure: To a solution of tert-butyl 4-{4-[[1-(methoxycarbonyl)-3-methylbutoxy](phenyl)methyl]benzoyl}piperazine-1-carboxylate from step 3 (0.6 g, 1.1 mmol) in THF (6.5 mL) was added methanol (2.2 mL) and 1.0N aqueous potassium hydroxide solution (2.2 mL, 2.2 mmol). The mixture was heated at 70° C. for 20 minutes and then cooled down to room temperature. The crude mixture was evaporated under reduced pressure and co-evaporated twice with toluene. The solid residue obtained was used as such in the next st... The reactants are NCC1CCN(CC1)C(=O)OC(C)(C)C (tert-butyl 4-(aminomethyl)-1-piperidinecarboxylate), CC=1NC=C(N1)C=O (2-methylimidazole-4-carbaldehyde), C(C)(=O)O[BH-](OC(C)=O)OC(C)=O.[Na+] (sodium triacetoxyborohydride), [OH-].[Na+] (sodium hydroxide). Solvent: ClCCCl (1,2-dichloroethane), C(C)(=O)O (acetic acid). The product is CC1=NC=C2N1C(N(C2)CC2CCN(CC2)C(=O)OC(C)(C)C)=O (tert-butyl 4-((5-methyl-3-oxo-1H-imidazo[1,5-c]imidazol-2(3H)-yl)methyl)-1-piperidinecarboxylate). Yield: 60.7%. Reaction SMILES: [NH2:1][CH2:2][CH:3]1[CH2:8][CH2:7][N:6]([C:9]([O:11][C:12]([CH3:15])([CH3:14])[CH3:13])=[O:10])[CH2:5][CH2:4]1.[CH3:16][C:17]1[NH:18][CH:19]=[C:20]([CH:22]=O)[N:21]=1.[C:24](O[BH-](OC(=O)C)OC(=O)C)(=[O:26])C.[Na+].[OH-].[Na+]>ClCCCl.C(O)(=O)C>[CH3:16][C:17]1[N:21]2[C:24](=[O:26])[N:1]([CH2:2][CH:3]3[CH2:8][CH2:7][N:6]([C:9]([O:11][C:12]([CH3:15])([CH3:14])[CH3:13])=[O:10])[CH2:5][CH2:4]3)[CH2:22][C:20]2=[CH:19][N:18]=1 |f:2.3,4.5|. Reported procedure: To a solution of tert-butyl 4-(aminomethyl)-1-piperidinecarboxylate (K. Ito et al., Eur. J. Med. Chem., 34, 977 (1999); 3.7 g), 2-methylimidazole-4-carbaldehyde (1.9 g) and acetic acid (1 ml) in 1,2-dichloroethane (100 ml) was added sodium triacetoxyborohydride (5.6 g), and mixed at room temperature for 15 hours. pH of the aqueous layer was adjusted to about 12 by adding a 1 N aqueous sodium hydroxide solution to the reaction solution, and then extracted with chloroform. The extract was dried ov... The reactants are ClC=1C(C2CCC3(CC=4C=5C=NNC5C=CC4C13)C2)O (Racemic (7R,8R,10aS)-6-chloro-3,7,8,9,10,11-hexahydro-8,10a-methanoazuleno-[2,1-e]indazol-7-ol). The solvent is C(C)O.CO (ethanol methanol). The product is ClC=1[C@@H]([C@@H]2CC[C@@]3(CC=4C=5C=NNC5C=CC4C13)C2)O ((rac)-(7R,8R,10aS)-6-chloro-3,7,8,9,10,11-hexahydro-8,10a-methanoazuleno-[2,1-e]indazol-7-ol). Reaction SMILES: [Cl:1][C:2]1[CH:3]([OH:20])[CH:4]2[CH2:19][C:7]3([C:18]=1[C:17]1[CH:16]=[CH:15][C:14]4[NH:13][N:12]=[CH:11][C:10]=4[C:9]=1[CH2:8]3)[CH2:6][CH2:5]2>C(O)C.CO>[Cl:1][C:2]1[C@H:3]([OH:20])[C@H:4]2[CH2:19][C@@:7]3([C:18]=1[C:17]1[CH:16]=[CH:15][C:14]4[NH:13][N:12]=[CH:11][C:10]=4[C:9]=1[CH2:8]3)[CH2:6][CH2:5]2 |f:1.2|. Procedure details: Racemic (7R,8R,10aS)-6-chloro-3,7,8,9,10,11-hexahydro-8,10a-methanoazuleno-[2,1-e]indazol-7-ol (318 mg) was dissolved in 4/1 ethanol/methanol (25 mL) and resolved by chiral HPLC on a 2.0×25 cm Daicel Chiralcel OJ column (3-4 mL injections, elution with 35% EtOH:Heptane at 7.5 mL/min, fractions monitored at 254 nm). The fractions containing the first enantiomer to elute (enantiomer A) were combined and concentrated to a clear oil which had a negative rotation. The pure fractions containing the se... Starting materials: C(C)(=O)OC(C)=O (acetic anhydride), NC1=NC(=NS1)C(=O)OC (methyl 5-amino-1,2,4-thiadiazole-3-carboxylate). Run in C(=O)O (formic acid). Run at time 2 day. The product is C(=O)NC1=NC(=NS1)C(=O)OC (Methyl 5-formamido-1,2,4-thiadiazole-3-carboxylate). The yield is 98.8%. As a reaction SMILES: [C:1](OC(=O)C)(=[O:3])C.[NH2:8][C:9]1[S:13][N:12]=[C:11]([C:14]([O:16][CH3:17])=[O:15])[N:10]=1>C(O)=O>[CH:1]([NH:8][C:9]1[S:13][N:12]=[C:11]([C:14]([O:16][CH3:17])=[O:15])[N:10]=1)=[O:3]. Reported procedure: To a mixture of formic acid (33 g) and acetic anhydride (22 g) was added methyl 5-amino-1,2,4-thiadiazole-3-carboxylate (6.2 g), and then the mixture was stirred for 2 days at ambient temperature. The reaction mixture was concentrated under reduced pressure and the residue was triturated with a mixture of diethyl ether and n-hexane to give the title compound (7.2 g), mp. 210° to 215° C. Starting materials: CC(C)(C)OCC(N)CCN1CC(Oc2ccc(F)cc2)C1, COc1cc(C(=O)O)cc(OC)c1OC, CN(C)C=O, CCN(C(C)C)C(C)C, CN(C)C(On1nnc2ccccc21)=[N+](C)C. Product: COc1cc(C(=O)NC(CCN2CC(Oc3ccc(F)cc3)C2)COC(C)(C)C)cc(OC)c1OC. As a reaction SMILES: [C:42]([CH3:43])([CH3:44])([CH3:45])[O:46][CH2:47][CH:48]([CH2:49][CH2:50][N:51]1[CH2:52][CH:53]([O:55][c:56]2[cH:57][cH:58][c:59]([F:62])[cH:60][cH:61]2)[CH2:54]1)[NH2:63].[CH3:1][O:2][c:3]1[cH:4][c:5]([C:6](=[O:7])[OH:8])[cH:9][c:10]([O:14][CH3:15])[c:11]1[O:12][CH3:13].[CH3:64][N:65]([CH3:66])[CH:67]=[O:68].[CH:16]([N:17]([CH:18]([CH3:19])[CH3:20])[CH2:21][CH3:22])([CH3:23])[CH3:24].[n:25]1([O:26][C:27](=[N+:28]([CH3:29])[CH3:30])[N:31]([CH3:32])[CH3:33])[c:34]2[cH:35][cH:36][cH:37][cH:38][c:39]2[n:40][n:41]1>>[CH3:1][O:2][c:3]1[cH:4][c:5]([C:6](=[O:8])[NH:63][CH:48]([CH2:47][O:46][C:42]([CH3:43])([CH3:44])[CH3:45])[CH2:49][CH2:50][N:51]2[CH2:52][CH:53]([O:55][c:56]3[cH:57][cH:58][c:59]([F:62])[cH:60][cH:61]3)[CH2:54]2)[cH:9][c:10]([O:14][CH3:15])[c:11]1[O:12][CH3:13]. Reactants: C(C(=O)C1=CC=CC=C1)C1C(CCC2=CC=CC=C12)=O (1-phenacyl-2-tetralone), NC1=CC=C(C(C(=O)O)=C1)O (5-aminosalicylic acid), crystals. Run in C(C)(=O)O (acetic acid). Product: C(=O)(O)C=1C=C(C=CC1O)N1C(=CC=2C3=C(CCC12)C=CC=C3)C3=CC=CC=C3 (3-(3-Carboxy-4-hydroxyphenyl)-4,5-dihydro-2-phenylbenz[e]indole). RXN SMILES: [CH2:1]([CH:10]1[C:19]2[C:14](=[CH:15][CH:16]=[CH:17][CH:18]=2)[CH2:13][CH2:12][C:11]1=O)[C:2]([C:4]1[CH:9]=[CH:8][CH:7]=[CH:6][CH:5]=1)=O.[NH2:21][C:22]1[CH:30]=[C:26]([C:27]([OH:29])=[O:28])[C:25]([OH:31])=[CH:24][CH:23]=1>C(O)(=O)C>[C:27]([C:26]1[CH:30]=[C:22]([N:21]2[C:11]3[CH2:12][CH2:13][C:14]4[CH:15]=[CH:16][CH:17]=[CH:18][C:19]=4[C:10]=3[CH:1]=[C:2]2[C:4]2[CH:9]=[CH:8][CH:7]=[CH:6][CH:5]=2)[CH:23]=[CH:24][C:25]=1[OH:31])([OH:29])=[O:28]. Procedure details: A mixture of 16.6 g. (0.063 mole) of 1-phenacyl-2-tetralone, 9.65 g. (0.063 mole) of 5-aminosalicylic acid, and 60 ml. of glacial acetic acid was heated under reflux under nitrogen for 2 hours, cooled and filtered. The collected solid was washed with acetic acid and water, dried and recrystallized from acetic acid to provide 16.3 g. (68%) of crystals, m.p. 223°-225°. Starting materials: BrC=1C=C(C=C(C1O)Br)C(C)(C)C1=CC(=C(C(=C1)Br)O)Br (2,2-bis(3,5-dibromo-4-hydroxyphenyl)propane), OC1=CC=C(C=C1)C(CCCCCCCCC)C1=CC=C(C=C1)O (1,1-bis(4-hydroxyphenyl)decane), OC1=CC=C(C=C1)OC1=CC=C(C=C1)O (bis(4-hydroxyphenyl)ether), CC=1C=C(C=C(C1O)C)C1(CCCCC1)C1=CC(=C(C(=C1)C)O)C (1,1-bis(3,5-dimethyl-4-hydroxyphenyl)cyclohexane), CC=1C=C(C=C(C1O)C)C1(CCCCCCCCCCC1)C1=CC(=C(C(=C1)C)O)C (1,1-bis(3,5-dimethyl-4-hydroxyphenyl)cyclododecane), S(C1=CC=C(C=C1)O)C1=CC=C(C=C1)O (4,4'-thiodiphenol), OC1=CC=C(C=C1)C1(CCCCCCCCCCC1)C1=CC=C(C=C1)O (1,1-bis(4-hydroxyphenyl)cyclododecane), CC=1C=C(C=C(C1O)C)C(C)(C)C1=CC(=C(C(=C1)C)O)C (2,2-bis(3,5-dimethyl-4-hydroxyphenyl)propane), OC1=CC=C(C=C1)C1(CCCCC1)C1=CC=C(C=C1)O (1,1-bis(4-hydroxyphenyl)cyclohexane), 1,4-bis(4-hdroxyphenyl)propane. Product: OC1=CC=C(C=C1)C(C)(C)C1=CC=C(C=C1)O (2,2-bis(4-hydroxyphenyl)propane). Reaction SMILES: Br[C:2]1[CH:3]=[C:4]([C:10]([C:13]2[CH:18]=[C:17](Br)[C:16]([OH:20])=[C:15](Br)[CH:14]=2)([CH3:12])[CH3:11])[CH:5]=[C:6](Br)[C:7]=1[OH:8].CC1C=C(C(C2C=C(C)C(O)=C(C)C=2)(C)C)C=C(C)C=1O.OC1C=CC(C2(C3C=CC(O)=CC=3)CCCCC2)=CC=1.CC1C=C(C2(C3C=C(C)C(O)=C(C)C=3)CCCCC2)C=C(C)C=1O.OC1C=CC(C(C2C=CC(O)=CC=2)CCCCCCCCC)=CC=1.OC1C=CC(C2(C3C=CC(O)=CC=3)CCCCCCCCCCC2)=CC=1.CC1C=C(C2(C3C=C(C)C(O)=C(C)C=3)CCCCCCCCCCC2)C=C(C)C=1O.S(C1C=CC(O)=CC=1)C1C=CC(O)=CC=1.OC1C=CC(OC2C=CC(O)=CC=2)=CC=1>>[OH:8][C:7]1[CH:2]=[CH:3][C:4]([C:10]([C:13]2[CH:14]=[CH:15][C:16]([OH:20])=[CH:17][CH:18]=2)([CH3:12])[CH3:11])=[CH:5][CH:6]=1. Procedure details: 2,2-bis(3,5-dibromo-4-hydroxyphenyl)propane; 2,2-bis(3,5-dimethyl-4-hydroxyphenyl)propane; 1,1-bis(4-hydroxyphenyl)cyclohexane; 1,1-bis(3,5-dimethyl-4-hydroxyphenyl)cyclohexane; 1,1-bis(4-hydroxyphenyl)decane; 1,4-bis(4-hdroxyphenyl)propane; 1,1-bis(4-hydroxyphenyl)cyclododecane; 1,1-bis(3,5-dimethyl-4-hydroxyphenyl)cyclododecane; 4,4'-thiodiphenol; and bis(4-hydroxyphenyl)ether. The reactants are C(=O)(OC(C)(C)C)N[C@@H](CC1=CC=CC=C1)[C@@H]1C[C@H](C(O1)=O)CC1=CC=CC=C1 (5(S)-[1(S)-(Boc-amino)-2-phenylethyl]-3(R)-phenylmethyldihydrofuran-2-(3H)one), [OH-].[Li+] (lithium hydroxide), COCCOC (ethylene glycol dimethyl ether). Solvent: O (water). Run at time 1.5 hour. The product is C(=O)(OC(C)(C)C)N[C@H]([C@H](C[C@H](C(=O)O)CC1=CC=CC=C1)O)CC1=CC=CC=C1 (5(S)-(Boc-Amino)-4(S)-hydroxy-6-phenyl-2(R)-phenylmethylhexanoic acid). As a reaction SMILES: [C:1]([NH:8][C@H:9]([C@H:17]1[O:21][C:20](=[O:22])[C@H:19]([CH2:23][C:24]2[CH:29]=[CH:28][CH:27]=[CH:26][CH:25]=2)[CH2:18]1)[CH2:10][C:11]1[CH:16]=[CH:15][CH:14]=[CH:13][CH:12]=1)([O:3][C:4]([CH3:7])([CH3:6])[CH3:5])=O.[OH-:30].[Li+].C[O:33]CCOC>O>[C:1]([NH:8][C@@H:9]([CH2:10][C:11]1[CH:16]=[CH:15][CH:14]=[CH:13][CH:12]=1)[C@@H:17]([OH:21])[CH2:18][C@@H:19]([CH2:23][C:24]1[CH:29]=[CH:28][CH:27]=[CH:26][CH:25]=1)[C:20]([OH:22])=[O:33])([O:3][C:4]([CH3:7])([CH3:6])[CH3:5])=[O:30] |f:1.2|. Reported procedure: A solution of 17.6 g of 5(S)-[1(S)-(Boc-amino)-2-phenylethyl]-3(R)-phenylmethyldihydrofuran-2-(3H)one in 710 ml of ethylene glycol dimethyl ether and 352 ml of water is treated dropwise, at 20° C. and within the space of 10 min, with 176 ml of a 1M lithium hydroxide solution. After that, the reaction mixture is stirred at RT for 1.5 h, and the solvent is then evaporated off. The residue is poured onto 1 of cold 10% citric acid, and this acidic solution is extracted three times with 800 ml of eth...